From a dataset of the Open Reaction Database (ORD), a public repository of structured organic reaction records. describe an organic reaction: reactants, conditions, products, and yield Reaction SMILES: [C:1]([O:4][C:5](=[O:7])[CH3:6])(=O)[CH3:2].N1C=CC=CC=1.[CH2:14](O)[CH2:15][CH2:16][CH2:17][CH2:18][CH2:19][CH2:20][CH2:21]/[CH:22]=[CH:23]\CC>C(Cl)Cl.C(OCC)C>[C:5]([O:4][CH2:1][CH2:2][CH2:23][CH2:22][CH2:21][CH2:20][CH2:19][CH2:18]/[CH:17]=[CH:16]\[CH2:15][CH3:14])(=[O:7])[CH3:6]. Yields the product C(C)(=O)OCCCCCCCC\C=C/CC ((Z)-Dodec-9-en-1-yl acetate). Solvent: C(Cl)Cl (CH2Cl2), C(C)OCC (diethyl ether). The yield is 87.0%. Procedure details: Acetic anhydride (0.17 mL, 1.8 mmol), then pyridine (90 μL, 1.1 mmol), were added sequentially to alcohol 7 (0.17 g, 0.93 mmol) in CH2Cl2 (1.8 mL), and stirred at room temperature for 17 hours. The mixture was diluted with diethyl ether, washed with saturated aqueous NaHCO3, then brine, dried with Na2SO4, and concentrated. Flash chromatography of the residue (SiO2, 5% EtOAc in hexanes) provided 8 (0.18 g, 87% yield, 74% Z as determined by 13C-NMR) as a colorless oil; 1H NMR (CDCl3): δ 5.28-5.43 ... Starting materials: C(C)(=O)OC(C)=O (Acetic anhydride), N1=CC=CC=C1 (pyridine), C(CCCCCCC\C=C/CC)O ((Z)-Dodec-9-en-1-ol). Run at time 17 hour. RXN SMILES: [CH3:1][CH:2]([CH3:21])[CH2:3][NH:4][C:5]1[C:10]([N+:11]([O-])=O)=[CH:9][C:8]([F:14])=[C:7]([NH:15][C:16]([O:18][CH2:19][CH3:20])=[O:17])[CH:6]=1.C(O)(=O)C.Cl>C(O)C.[Fe]>[CH3:21][CH:2]([CH3:1])[CH2:3][NH:4][C:5]1[CH:6]=[C:7]([NH:15][C:16]([O:18][CH2:19][CH3:20])=[O:17])[C:8]([F:14])=[CH:9][C:10]=1[NH2:11]. Product: CC(CNC1=C(N)C=C(C(=C1)NC(=O)OCC)F)C (2-(2-methylpropylamino)-4-ethoxycarbonylamino-5-fluoroaniline). Isolated yield 82.5%. Procedure: A stirred mixture of 2.7 grams (0.009 mole) of N-(2-methylpropyl)-3-ethoxycarbonylamino-4-fluoro-6-nitroaniline, 2.0 grams (0.036 mole) of iron powder, 15 mL of acetic acid, and 0.5 mL (0.009 mole) of concentrated hydrochloric acid in 75 mL of ethanol was heated at reflux for about five hours. The reaction mixture was then concentrated under reduced pressure to a residue, which was taken up in ethyl acetate and washed with aqueous solutions saturated with sodium bicarbonate and sodium chloride. ... Solvent: C(C)O (ethanol). Reagents/catalysts: [Fe] (iron). The reactants are CC(CNC1=CC(=C(C=C1[N+](=O)[O-])F)NC(=O)OCC)C (N-(2-methylpropyl)-3-ethoxycarbonylamino-4-fluoro-6-nitroaniline), C(C)(=O)O (acetic acid), Cl (hydrochloric acid). Reactants: COC1=CC=C(C=CC(=O)O)C=C1 (p-methoxycinnamic acid), S(=O)(Cl)Cl (thionyl chloride). The solvent is C1=CC=CC=C1 (benzene). Product: COC1=CC=C(C=CC(=O)Cl)C=C1 (p-methoxycinnamoyl chloride). Reaction SMILES: [CH3:1][O:2][C:3]1[CH:13]=[CH:12][C:6]([CH:7]=[CH:8][C:9](O)=[O:10])=[CH:5][CH:4]=1.S(Cl)([Cl:16])=O>C1C=CC=CC=1>[CH3:1][O:2][C:3]1[CH:13]=[CH:12][C:6]([CH:7]=[CH:8][C:9]([Cl:16])=[O:10])=[CH:5][CH:4]=1. Reported procedure: 100 ml of benzene was added to 17.8 grams of p-methoxycinnamic acid. 12 ml of thionyl chloride was added dropwise slowly thereto at ambient temperature. The temperature was elevated to 70° C. and the heating was continued until foaming ceased. Benzene and thionyl chloride were distilled off and the residue was dried thoroughly under reduced pressure. Starting materials: C(CCC)OC1CC(=NO1)C(C1=CC=C(C=C1)OC)=O (5-butoxy-3-(4-methoxybenzoyl)-2-isoxazoline), C1(=CC=C(C=C1)S(=O)(=O)O)C (p-toluenesulfonic acid), C(O)([O-])=O.[Na+] (sodium hydrogen carbonate). Run in C1(=CC=CC=C1)C (toluene). The product is COC1=CC=C(C(=O)C2=NOC=C2)C=C1 (3-(4-methoxybenzoyl)isoxazole). Reaction SMILES: C(O[CH:6]1[O:10][N:9]=[C:8]([C:11](=[O:20])[C:12]2[CH:17]=[CH:16][C:15]([O:18][CH3:19])=[CH:14][CH:13]=2)[CH2:7]1)CCC.C1(C)C=CC(S(O)(=O)=O)=CC=1.C(=O)([O-])O.[Na+]>C1(C)C=CC=CC=1>[CH3:19][O:18][C:15]1[CH:14]=[CH:13][C:12]([C:11]([C:8]2[CH:7]=[CH:6][O:10][N:9]=2)=[O:20])=[CH:17][CH:16]=1 |f:2.3|. Procedure: 20.4 g of 5-butoxy-3-(4-methoxybenzoyl)-2-isoxazoline and 1.4 g of p-toluenesulfonic acid in 200 ml of toluene are stirred under reflux for 8 hours. Stirring with 50 ml of sodium hydrogen carbonate solution is then carried out and the aqueous phase is separated off. After concentration of the organic phase and purification over silica gel, 3-(4-methoxybenzoyl)isoxazole is obtained in the form of colourless crystals, m.p: 71-73° C. Reactants: solution, Cl (hydrochloric acid), COC(C(CC1=CC=NC=C1)(CC1=CC=NC=C1)N=C(C1=CC=CC=C1)C1=CC=CC=C1)=O (2-Benzhydrylideneamino-3-pyridin-4-yl-2-pyridin-4-ylmethyl-propionic acid methyl ester). Solvent: C1CCOC1 (THF). Reaction conditions: time 1 hour. Yields the product COC(C(CC1=CC=NC=C1)(CC1=CC=NC=C1)N)=O (2-Amino-3-pyridin-4-yl-2-pyridin-4-ylmethyl-propionic acid methyl ester). Isolated yield 83.5%. Reaction SMILES: [CH3:1][O:2][C:3](=[O:33])[C:4]([N:19]=C(C1C=CC=CC=1)C1C=CC=CC=1)([CH2:12][C:13]1[CH:18]=[CH:17][N:16]=[CH:15][CH:14]=1)[CH2:5][C:6]1[CH:11]=[CH:10][N:9]=[CH:8][CH:7]=1.Cl>C1COCC1>[CH3:1][O:2][C:3](=[O:33])[C:4]([NH2:19])([CH2:5][C:6]1[CH:7]=[CH:8][N:9]=[CH:10][CH:11]=1)[CH2:12][C:13]1[CH:14]=[CH:15][N:16]=[CH:17][CH:18]=1. Procedure: 2-Benzhydrylideneamino-3-pyridin-4-yl-2-pyridin-4-ylmethyl-propionic acid methyl ester (49.6 g, 113 mmol) was dissolved in anhydrous THF (640 ml). To the reaction was added 227 ml of a solution of 2.0 M aqueous hydrochloric acid (HCl). The mixture was stirred at ambient temperature for one hour. The reaction was subsequently concentrated under vacuum to remove the THF. The reaction was then partitioned between ethyl ether and water. The aqueous layer was washed two more times with ethyl ether. T... Starting materials: [BH4-].[Na+] (sodium borohydride), N1(C=NC=C1)CC(=O)C1=CC=2CC3=CC=CC=C3C2C=C1 (2-(1H-imidazol-1-yl)-1-(9H-fluoren-2-yl)ethanone). Procedure details: Two grams of sodium borohydride were added in portions to a stirred suspension of ten grams of 2-(1H-imidazol-1-yl)-1-(9H-fluoren-2-yl)ethanone in 100 ml. of ethanol at room temperature. After one hour, the reaction mixture was poured into 700 ml. of water and the resulting precipitate was recovered by filtration. Crystallization of the solid from tetrahydrofuran/hexane provided 9.7 g. of the desired title product, m.p. 196°-199° C. Reaction conditions: time 1 hour. The product is C1=C(C=CC=2C3=CC=CC=C3CC12)C(CN1C=NC=C1)O (1-(9H-fluoren-2-yl)-2-(1H-imidazol-1-yl)-1-ethanol). Run in C(C)O (ethanol). Reaction SMILES: [BH4-].[Na+].[N:3]1([CH2:8][C:9]([C:11]2[CH:23]=[CH:22][C:21]3[C:20]4[C:15](=[CH:16][CH:17]=[CH:18][CH:19]=4)[CH2:14][C:13]=3[CH:12]=2)=[O:10])[CH:7]=[CH:6][N:5]=[CH:4]1>C(O)C>[CH:12]1[C:13]2[CH2:14][C:15]3[C:20](=[CH:19][CH:18]=[CH:17][CH:16]=3)[C:21]=2[CH:22]=[CH:23][C:11]=1[CH:9]([OH:10])[CH2:8][N:3]1[CH:7]=[CH:6][N:5]=[CH:4]1 |f:0.1|.